Dataset: the Open Reaction Database (ORD), a public repository of structured organic reaction records. Task: describe an organic reaction: reactants, conditions, products, and yield Starting materials: [OH-].[Ca+2].[OH-] (calcium hydroxide), O1CCCC1 (tetrahydrofuran), resultant solution, potassium tricarbonyl [triphenylphosphine] cobaltate, C1(=CC=CC=C1)CC(=O)Cl (Phenylacetyl chloride). Run in O (water). Run at temperature 5 celsius. Product: C1(=CC=CC=C1)CC(C(=O)O)=O (phenylpyruvic acid), C1(=CC=CC=C1)CC(=O)O (phenylacetic acid). Isolated yield 71.1%. RXN SMILES: [C:1]1([CH2:7][C:8](Cl)=[O:9])[CH:6]=[CH:5][CH:4]=[CH:3][CH:2]=1.[OH-:11].[Ca+2].[OH-].[O:14]1[CH2:18]CCC1>O>[C:1]1([CH2:7][C:8](=[O:9])[C:18]([OH:14])=[O:11])[CH:6]=[CH:5][CH:4]=[CH:3][CH:2]=1.[C:1]1([CH2:7][C:8]([OH:9])=[O:14])[CH:6]=[CH:5][CH:4]=[CH:3][CH:2]=1 |f:1.2.3|. Reported procedure: A 20 mL aliquot of 4.0 mmoles of potassium tricarbonyl [triphenylphosphine] cobaltate was charged to a 100 mL three-neck round bottom flask under nitrogen and cooled to 5° C. Phenylacetyl chloride (0.53 mL; 4 mmoles) was added to the flask, and the resultant solution containing the preformed cobaltate complex was charged into a 300 mL autoclave by means of a transfer needle under nitrogen. The autoclave had previously been charged with 16 mmoles (1.18 g) of calcium hydroxide as a suspension in 2...